This data is from the Open Reaction Database (ORD), a public repository of structured organic reaction records. The task is: describe an organic reaction: reactants, conditions, products, and yield Reactants: Cl, Cl, OCc1cccc(CN2CCCCC2)c1, NCCS, [Na+], [Na+], O=C([O-])[O-]. The product is NCCSCc1cccc(CN2CCCCC2)c1. As a reaction SMILES: [ClH:16].[ClH:27].[N:1]1([CH2:7][c:8]2[cH:9][c:10]([CH2:14][OH:15])[cH:11][cH:12][cH:13]2)[CH2:2][CH2:3][CH2:4][CH2:5][CH2:6]1.[NH2:17][CH2:18][CH2:19][SH:20].[Na+:21].[Na+:22].[O-:23][C:24](=[O:25])[O-:26]>>[N:1]1([CH2:7][c:8]2[cH:9][c:10]([CH2:14][S:20][CH2:19][CH2:18][NH2:17])[cH:11][cH:12][cH:13]2)[CH2:2][CH2:3][CH2:4][CH2:5][CH2:6]1. The reactants are COC(=O)c1ccc(CBr)c(C(=O)OC)c1, O=C([O-])[O-], CC(C)=O, [Cs+], [Cs+], Oc1ccc2cc(-c3ccc(-c4ccccc4)[nH]3)ccc2c1. Product: COC(=O)c1ccc(COc2ccc3cc(-c4ccc(-c5ccccc5)[nH]4)ccc3c2)c(C(=O)OC)c1. Reaction SMILES: [Br:23][CH2:24][c:25]1[c:26]([C:35](=[O:36])[O:37][CH3:38])[cH:27][c:28]([C:29](=[O:30])[O:31][CH3:32])[cH:33][cH:34]1.[C:39](=[O:40])([O-:41])[O-:42].[CH3:45][C:46](=[O:47])[CH3:48].[Cs+:43].[Cs+:44].[c:1]1(-[c:7]2[cH:8][cH:9][c:10](-[c:12]3[cH:13][c:14]4[cH:15][cH:16][c:17]([OH:22])[cH:18][c:19]4[cH:20][cH:21]3)[nH:11]2)[cH:2][cH:3][cH:4][cH:5][cH:6]1>>[c:1]1(-[c:7]2[cH:8][cH:9][c:10](-[c:12]3[cH:13][c:14]4[cH:15][cH:16][c:17]([O:22][CH2:24][c:25]5[c:26]([C:35](=[O:36])[O:37][CH3:38])[cH:27][c:28]([C:29](=[O:30])[O:31][CH3:32])[cH:33][cH:34]5)[cH:18][c:19]4[cH:20][cH:21]3)[nH:11]2)[cH:2][cH:3][cH:4][cH:5][cH:6]1.